From a dataset of the Open Reaction Database (ORD), a public repository of structured organic reaction records. describe an organic reaction: reactants, conditions, products, and yield Starting materials: ClC1=C(C=CC(=C1)Cl)C1C2=C(NCCS1)N(N=C2[C@H]2N(CCC2)C(=O)OC(C)(C)C)C (tert-butyl (2S)-2-[4-(2,4-dichlorophenyl)-1-methyl-4,6,7,8-tetrahydropyrazolo[3,4-e][1,4]thiazepin-3-yl]pyrrolidine-1-carboxylate), FC(C(=O)O)(F)F (trifluoroacetic acid), C([O-])(O)=O.[Na+] (sodium bicarbonate). Solvent: C(Cl)Cl (DCM), C(Cl)Cl (DCM). Conditions: time 18 hour. Product: ClC1=C(C=CC(=C1)Cl)C1C2=C(NCCS1)N(N=C2[C@H]2NCCC2)C (4-(2,4-dichlorophenyl)-1-methyl-3-[(2S)-pyrrolidin-2-yl]-4,6,7,8-tetrahydropyrazolo[3,4-e][1,4]thiazepine). The yield is 15.6%. As a reaction SMILES: [Cl:1][C:2]1[CH:7]=[C:6]([Cl:8])[CH:5]=[CH:4][C:3]=1[CH:9]1[S:15][CH2:14][CH2:13][NH:12][C:11]2[N:16]([CH3:31])[N:17]=[C:18]([C@@H:19]3[CH2:23][CH2:22][CH2:21][N:20]3C(OC(C)(C)C)=O)[C:10]1=2.FC(F)(F)C(O)=O.C(=O)(O)[O-].[Na+]>C(Cl)Cl>[Cl:1][C:2]1[CH:7]=[C:6]([Cl:8])[CH:5]=[CH:4][C:3]=1[CH:9]1[S:15][CH2:14][CH2:13][NH:12][C:11]2[N:16]([CH3:31])[N:17]=[C:18]([C@@H:19]3[CH2:23][CH2:22][CH2:21][NH:20]3)[C:10]1=2 |f:2.3|. Procedure details: To tert-butyl (2S)-2-[4-(2,4-dichlorophenyl)-1-methyl-4,6,7,8-tetrahydropyrazolo[3,4-e][1,4]thiazepin-3-yl]pyrrolidine-1-carboxylate (0.31 g, 0.64 mmol), was added trifluoroacetic acid in DCM (1:4, 20 mL). The resulting mixture was stirred, for about 18 h, at rt. Subsequently, 5% aqueous sodium bicarbonate (100 mL) and DCM (200 mL) were added. The layers were separated and the organic layer was washed with water (25 mL), dried (MgSO4), filtered and concentrated in vacuo. The resulting residue wa...